This data is from the Open Reaction Database (ORD), a public repository of structured organic reaction records. The task is: describe an organic reaction: reactants, conditions, products, and yield Reactants: [BH4-].[Na+] (Sodium borohydride), C(#N)C1=CC=C(C=C1)C(CCC1=CC=C(C=C1)F)=O (1-(4-cyanophenyl)-3-(4-fluorophenyl)-1-propanone), Cl (hydrochloric acid). Solvent: CO (methanol). Conditions: temperature 30 celsius, time 1 hour. The product is C(#N)C1=CC=C(C=C1)C(CCC1=CC=C(C=C1)F)O (1-(4-cyanophenyl)-3-(4-fluorophenyl)-1-propanol). RXN SMILES: [C:1]([C:3]1[CH:8]=[CH:7][C:6]([C:9](=[O:19])[CH2:10][CH2:11][C:12]2[CH:17]=[CH:16][C:15]([F:18])=[CH:14][CH:13]=2)=[CH:5][CH:4]=1)#[N:2].[BH4-].[Na+].Cl>CO>[C:1]([C:3]1[CH:4]=[CH:5][C:6]([CH:9]([OH:19])[CH2:10][CH2:11][C:12]2[CH:13]=[CH:14][C:15]([F:18])=[CH:16][CH:17]=2)=[CH:7][CH:8]=1)#[N:2] |f:1.2|. Reported procedure: 1-(4-cyanophenyl)-3-(4-fluorophenyl)-1-propanone (6.35 g, 25 mmol) is dissolved in methanol (50 ml). Sodium borohydride (0.48 g, 12.6 mmol) is added and the mixture is stirred in 30° C. for 1 h. The mixture is rendered acidic with 2M hydrochloric acid and the solvent is evaporated. The residue is dissolved into ethyl acetate. The solution is washed with dilute sodium hydroxide and water, dried and the solvent is evaporated. The product is used for the next step without further purification. The reactants are C(CCCCCCC)(=O)OCC (Ethyl caprylate), O.NN (hydrazine hydrate), hydrazide, ethyl ester. Solvent: C(C)O (Ethanol). Conditions: time 15 hour. The product is C(CCCCCCC)(=O)NN (caprylhydrazide). Reaction SMILES: [C:1]([O:10]CC)(=O)[CH2:2][CH2:3][CH2:4][CH2:5][CH2:6][CH2:7][CH3:8].O.[NH2:14][NH2:15]>C(O)C>[C:1]([NH:14][NH2:15])(=[O:10])[CH2:2][CH2:3][CH2:4][CH2:5][CH2:6][CH2:7][CH3:8] |f:1.2|. Procedure: Production of the spacer-gel derivative: Ethyl caprylate was converted into the corresponding hydrazide by hydrazinolysis, by initially admixing 10 ml. of this ethyl ester with 10 ml. of 98% hydrazine hydrate. Ethanol (22 ml.) was added as solvent, until the reaction mixture cleared, following which the solution was left at room temperature for 15 hours. The crystallized out resulting caprylhydrazide was filtered off and washed with ice water and then with aqueous methanol (1:1) of room temperat... Reactants: CN=C=O, ClC(Cl)Cl, NOCC(O)CN1CCCCC1. Product: CNC(=O)NOCC(O)CN1CCCCC1. Reaction SMILES: [CH3:13][N:14]=[C:15]=[O:16].[CH:17]([Cl:18])([Cl:19])[Cl:20].[OH:1][CH:2]([CH2:3][O:4][NH2:5])[CH2:6][N:7]1[CH2:8][CH2:9][CH2:10][CH2:11][CH2:12]1>>[OH:1][CH:2]([CH2:3][O:4][NH:5][C:15]([NH:14][CH3:13])=[O:16])[CH2:6][N:7]1[CH2:8][CH2:9][CH2:10][CH2:11][CH2:12]1. Starting materials: TEA, FC1=C(C2=C(C3=C1N=CO3)NC(N2C2=C(C=C(C=C2)I)F)=O)F (4,5-difluoro-6-(2-fluoro-4-iodo-phenyl)-6,8-dihydro-imidazo[4′,5′:3,4]benzo[1,2-d]oxazol-7-one), C(C)(=O)OCC (ethyl acetate), C1(CC1)S(=O)(=O)Cl (cyclopropanesulfonyl chloride). The reagents and catalysts are CN(C)C=1C=CN=CC1 (DMAP). The solvent is C(Cl)Cl (DCM), CCCCCC (hexane). Conditions: time 15 minute. The product is C1(CC1)S(=O)(=O)N1C(N(C2=C1C1=C(N=CO1)C(=C2F)F)C2=C(C=C(C=C2)I)F)=O (8-Cyclopropanesulfonyl-4,5-difluoro-6-(2-fluoro-4-iodo-phenyl)-6,8-dihydro-imidazo[4′,5′:3,4]benzo[1,2-d]oxazol-7-one). Isolated yield 68.2%. RXN SMILES: [F:1][C:2]1[C:7]2[N:8]=[CH:9][O:10][C:6]=2[C:5]2[NH:11][C:12](=[O:22])[N:13]([C:14]3[CH:19]=[CH:18][C:17]([I:20])=[CH:16][C:15]=3[F:21])[C:4]=2[C:3]=1[F:23].[CH:24]1([S:27](Cl)(=[O:29])=[O:28])[CH2:26][CH2:25]1.C(OCC)(=O)C>CN(C1C=CN=CC=1)C.C(Cl)Cl.CCCCCC>[CH:24]1([S:27]([N:11]2[C:5]3[C:6]4[O:10][CH:9]=[N:8][C:7]=4[C:2]([F:1])=[C:3]([F:23])[C:4]=3[N:13]([C:14]3[CH:19]=[CH:18][C:17]([I:20])=[CH:16][C:15]=3[F:21])[C:12]2=[O:22])(=[O:29])=[O:28])[CH2:26][CH2:25]1. Procedure: TEA (78 mg, 0.55 mmol) and DMAP (10 mg) were added to a solution of 4,5-difluoro-6-(2-fluoro-4-iodo-phenyl)-6,8-dihydro-imidazo[4′,5′:3,4]benzo[1,2-d]oxazol-7-one (I-15a: 80 mg, 0.178 mmol) in dry DCM (5 mL) at 0° C. and the resulting mixture was stirred for 15 minutes. This was followed by the addition of cyclopropanesulfonyl chloride (39 mg, 0.27 mmol) and stirring was continued for a further 3 hours at room temperature. The reaction was monitored by TLC (50% ethyl acetate in hexane). The reac... Starting materials: CCOC(C)=O, O=C1c2ccc(Cl)cc2C(=O)N1CCC(F)(F)F, O=C1OC(=O)c2cc(C(F)(F)F)ccc21. Yields the product O=C1c2ccc(C(F)(F)F)cc2C(=O)N1CCC(F)(F)F. RXN SMILES: [CH3:34][CH2:35][O:36][C:37](=[O:38])[CH3:39].[Cl:1][c:2]1[cH:3][c:4]2[c:5]([cH:17][cH:18]1)[C:6](=[O:7])[N:8]([CH2:11][CH2:12][C:13]([F:14])([F:15])[F:16])[C:9]2=[O:10].[F:19][C:20]([c:21]1[cH:22][c:23]2[c:29]([cH:30][cH:31]1)[C:27](=[O:28])[O:26][C:24]2=[O:25])([F:32])[F:33]>>[c:2]1([C:20]([F:19])([F:32])[F:33])[cH:3][c:4]2[c:5]([cH:17][cH:18]1)[C:6](=[O:7])[N:8]([CH2:11][CH2:12][C:13]([F:14])([F:15])[F:16])[C:9]2=[O:10].